The task is: describe an organic reaction: reactants, conditions, products, and yield. This data is from the Open Reaction Database (ORD), a public repository of structured organic reaction records. Starting materials: C(C)(=O)Cl (acetyl chloride), Cl (hydrochloric acid), NC(C(=O)O)C=1C=CC2=C(CCO2)C1 (α-Amino(2,3-dihydro-5-benzofuranyl)acetic acid), O (water). Solvent: CCOCC (ether), C(C)(=O)OCC (Ethyl acetate), [OH-].[Na+] (sodium hydroxide). Run at time 20 minute. The product is C(C)(=O)NC(C(=O)O)C=1C=CC2=C(CCO2)C1 (α-Acetamido(2,3-dihydro-5-benzofuranyl)acetic acid). As a reaction SMILES: [NH2:1][CH:2]([C:6]1[CH:7]=[CH:8][C:9]2[O:13][CH2:12][CH2:11][C:10]=2[CH:14]=1)[C:3]([OH:5])=[O:4].O.[C:16](Cl)(=[O:18])[CH3:17].Cl>[OH-].[Na+].CCOCC.C(OCC)(=O)C>[C:16]([NH:1][CH:2]([C:6]1[CH:7]=[CH:8][C:9]2[O:13][CH2:12][CH2:11][C:10]=2[CH:14]=1)[C:3]([OH:5])=[O:4])(=[O:18])[CH3:17] |f:4.5|. Procedure: α-Amino(2,3-dihydro-5-benzofuranyl)acetic acid (10 mmole) is dissolved in 25 ml of water containing 20 mmole of sodium hydroxide. The temperature is maintained at 10° C. while 10.5 mmole of acetyl chloride in 10 ml of ether is added over a period of 10 minutes. The reaction mixture is stirred for 20 minutes. Ethyl acetate is added and the pH is adjusted to 2 with hydrochloric acid. The layers are separated, the organic layer is dried over magnesium sulfate, filtered and evaporated to give the ti... Reactants: N1=CC=CC=C1 (Pyridine), S(=O)(Cl)Cl (thionyl chloride), ice, ClC=1C=C2C(C(NC2=CC1)=O)(O)C=1C(=NC=CC1)OC (5-Chloro-3-(2-methoxy-pyridin-3-yl)-3-hydroxy-1,3-dihydroindol-2-one), [Cl-].[NH4+] (ammonium chloride). Solvent: ClCCl (dichloromethane). Reaction conditions: temperature 0 celsius, time 1 hour. Yields the product ClC1(C(NC2=CC=C(C=C12)Cl)=O)C=1C(=NC=CC1)OC (3,5-Dichloro-3-(2-methoxy-pyridin-3-yl)-1,3-dihydroindol-2-one). As a reaction SMILES: N1C=CC=CC=1.S(Cl)(Cl)=O.[Cl:11][C:12]1[CH:13]=[C:14]2[C:18](=[CH:19][CH:20]=1)[NH:17][C:16](=[O:21])[C:15]2([C:23]1[C:24]([O:29][CH3:30])=[N:25][CH:26]=[CH:27][CH:28]=1)O.[Cl-:31].[NH4+]>ClCCl>[Cl:31][C:15]1([C:23]2[C:24]([O:29][CH3:30])=[N:25][CH:26]=[CH:27][CH:28]=2)[C:14]2[C:18](=[CH:19][CH:20]=[C:12]([Cl:11])[CH:13]=2)[NH:17][C:16]1=[O:21] |f:3.4|. Procedure: Pyridine (0.33 ml) and thionyl chloride (0.30 ml) were added successively to an ice-cold solution of the intermediate from step A (1.1 g, 3.44 mmol) in dichloromethane (10 ml). The reaction mixture was stirred at 0° C. for 1 h and then saturated ammonium chloride solution was added. The organic phase was dried over magnesium sulfate, filtered and concentrated under reduced pressure. The crude intermediate was rapidly employed without further purification in the next step. Reactants: CO, N#Cc1ccccc1S(=O)(=O)N1CCCC1. Yields the product NCc1ccccc1S(=O)(=O)N1CCCC1. Reaction SMILES: [CH3:17][OH:18].[N:1]1([S:6](=[O:7])(=[O:8])[c:9]2[c:10]([C:11]#[N:12])[cH:13][cH:14][cH:15][cH:16]2)[CH2:2][CH2:3][CH2:4][CH2:5]1>>[N:1]1([S:6](=[O:7])(=[O:8])[c:9]2[c:10]([CH2:11][NH2:12])[cH:13][cH:14][cH:15][cH:16]2)[CH2:2][CH2:3][CH2:4][CH2:5]1. The reactants are ClC=1C=C2C=C(C(=NC2=CC1Cl)O)C(=O)OC (Methyl 6,7-dichloro-2-hydroxyquinoline-3-carboxylate), CC(C)C[AlH]CC(C)C (DIBAL). The solvent is O1CCCC1 (tetrahydrofuran). Run at time 0.5 hour. Product: ClC=1C=C2C=C(C(=NC2=CC1Cl)O)CO (6,7-dichloro-2-hydroxyquinoline-3-methanol). Yield: 86.9%. RXN SMILES: [Cl:1][C:2]1[CH:3]=[C:4]2[C:9](=[CH:10][C:11]=1[Cl:12])[N:8]=[C:7]([OH:13])[C:6]([C:14](OC)=[O:15])=[CH:5]2.CC(C[AlH]CC(C)C)C>O1CCCC1>[Cl:1][C:2]1[CH:3]=[C:4]2[C:9](=[CH:10][C:11]=1[Cl:12])[N:8]=[C:7]([OH:13])[C:6]([CH2:14][OH:15])=[CH:5]2. Procedure details: Methyl 6,7-dichloro-2-hydroxyquinoline-3-carboxylate (2.72 g, 10 mmol) was added in small portions to a stirred solution of DIBAL (1M in hexane, 25 ml, 25 mmol) in tetrahydrofuran (25 ml) under nitrogen at 25°-30° C. The mixture was stirred at ambient temperature for 0.5 h and then quenched with an excess of 20% HCl at 5°-10° C. The precipitate was collected and washed with water, tetrahydrofuran and ethyl ether to give 2.12 g of 6,7-dichloro-2-hydroxyquinoline-3-methanol. Starting materials: C([O-])(O)=O.[Na+] (sodium bicarbonate), BrCCCCOC1=C(C=C(C=C1)[N+](=O)[O-])C1C(=C(NC(=C1C(=O)OC)C)C)C(=O)OC (dimethyl 4[(4-bromobutoxy)-5-nitrophenyl]-2,6-dimethyl-1,4-dihydropyridine-3,5-dicarboxylate), N(=O)[O-].[Na+] (sodium nitrite), [N+](=O)(O)[O-] (nitric acid). Solvent: O1CCOCC1.O (dioxane water). The product is CC1=NC(=C(C(=C1C(=O)OC)C1=C(C=CC(=C1)[N+](=O)[O-])OCCCCBr)C(=O)OC)C (dimethyl 2,6-dimethyl-4-[(4-bromobutoxy)-5-nitrophenyl]pyridine-3,5-dicarboxylate). Yield: 52.2%. RXN SMILES: [N+]([O-])(O)=O.[Br:5][CH2:6][CH2:7][CH2:8][CH2:9][O:10][C:11]1[CH:16]=[CH:15][C:14]([N+:17]([O-:19])=[O:18])=[CH:13][C:12]=1[CH:20]1[C:25]([C:26]([O:28][CH3:29])=[O:27])=[C:24]([CH3:30])[NH:23][C:22]([CH3:31])=[C:21]1[C:32]([O:34][CH3:35])=[O:33].N([O-])=O.[Na+].C(=O)(O)[O-].[Na+]>O1CCOCC1.O>[CH3:30][C:24]1[C:25]([C:26]([O:28][CH3:29])=[O:27])=[C:20]([C:12]2[CH:13]=[C:14]([N+:17]([O-:19])=[O:18])[CH:15]=[CH:16][C:11]=2[O:10][CH2:9][CH2:8][CH2:7][CH2:6][Br:5])[C:21]([C:32]([O:34][CH3:35])=[O:33])=[C:22]([CH3:31])[N:23]=1 |f:2.3,4.5,6.7|. Procedure details: To 140 ml of 50% dioxane-water solution was added 12.8 ml conc. nitric acid (d=1.40), and suspended therein 20 g of dimethyl 4[(4-bromobutoxy)-5-nitrophenyl]-2,6-dimethyl-1,4-dihydropyridine-3,5-dicarboxylate while maintaining the system at 5° to 10° C. under ice cooling. After adding 5.6 g of sodium nitrite, the reaction mixture was vigorously stirred and then filtered. The filtrate obtained was adjusted to pH8 with a saturated aqueous solution of sodium bicarbonate and extracted with chlorofor... Reactants: Cc1c(-c2cc(C(F)(F)F)ccc2Oc2ccc(S(=O)(=O)Nc3ncns3)cc2C#N)cnn1C(c1ccccc1)(c1ccccc1)c1ccccc1, C1COCCO1, Cl. The product is Cc1[nH]ncc1-c1cc(C(F)(F)F)ccc1Oc1ccc(S(=O)(=O)Nc2ncns2)cc1C#N. As a reaction SMILES: [C:1](#[N:2])[c:3]1[cH:4][c:5]([S:45](=[O:46])(=[O:47])[NH:48][c:49]2[n:50][cH:51][n:52][s:53]2)[cH:6][cH:7][c:8]1[O:9][c:10]1[c:11](-[c:20]2[cH:21][n:22][n:23]([C:26]([c:27]3[cH:28][cH:29][cH:30][cH:31][cH:32]3)([c:33]3[cH:34][cH:35][cH:36][cH:37][cH:38]3)[c:39]3[cH:40][cH:41][cH:42][cH:43][cH:44]3)[c:24]2[CH3:25])[cH:12][c:13]([C:16]([F:17])([F:18])[F:19])[cH:14][cH:15]1.[CH2:55]1[O:56][CH2:57][CH2:58][O:59][CH2:60]1.[ClH:54]>>[C:1](#[N:2])[c:3]1[cH:4][c:5]([S:45](=[O:46])(=[O:47])[NH:48][c:49]2[n:50][cH:51][n:52][s:53]2)[cH:6][cH:7][c:8]1[O:9][c:10]1[c:11](-[c:20]2[cH:21][n:22][nH:23][c:24]2[CH3:25])[cH:12][c:13]([C:16]([F:17])([F:18])[F:19])[cH:14][cH:15]1.